describe an organic reaction: reactants, conditions, products, and yield From a dataset of the Open Reaction Database (ORD), a public repository of structured organic reaction records. The reactants are C1(=CC=CC=C1)C(N1C(C(C2=CC=CC=C12)C1=CC2=C(OCCO2)C=C1O)=O)C1=CC=CC=C1 (1-(diphenylmethyl)-3-(7-hydroxy-2,3-dihydro-1,4-benzodioxin-6-yl)-1,3-dihydro-2H-indol-2-one), C1(=CC=CC=C1)C(N1C(C(C2=CC=CC=C12)C1=C(C=C(C(=C1)C)OC)O)=O)C1=CC=CC=C1 (1-(diphenylmethyl)-3-(2-hydroxy-4-methoxy-5-methylphenyl)-1,3-dihydro-2H-indol-2-one). Yields the product C1(=CC=CC=C1)C(N1C(C2(C3=CC=CC=C13)COC1=CC3=C(OCCO3)C=C12)=O)C1=CC=CC=C1 (1′-(diphenylmethyl)-2,3-dihydrospiro[furo[2,3-g][1,4]benzodioxine-8,3′-indol]-2′(1′H)-one). As a reaction SMILES: [C:1]1([CH:7]([C:29]2[CH:34]=[CH:33][CH:32]=[CH:31][CH:30]=2)[N:8]2[C:16]3[C:11](=[CH:12][CH:13]=[CH:14][CH:15]=3)[CH:10]([C:17]3[C:26]([OH:27])=[CH:25][C:20]4[O:21][CH2:22][CH2:23][O:24][C:19]=4[CH:18]=3)[C:9]2=[O:28])[CH:6]=[CH:5][CH:4]=[CH:3][CH:2]=1.[C:35]1(C(C2C=CC=CC=2)N2C3C(=CC=CC=3)C(C3C=C(C)C(OC)=CC=3O)C2=O)C=CC=CC=1>>[C:29]1([CH:7]([C:1]2[CH:2]=[CH:3][CH:4]=[CH:5][CH:6]=2)[N:8]2[C:16]3[C:11](=[CH:12][CH:13]=[CH:14][CH:15]=3)[C:10]3([C:17]4[C:26](=[CH:25][C:20]5[O:21][CH2:22][CH2:23][O:24][C:19]=5[CH:18]=4)[O:27][CH2:35]3)[C:9]2=[O:28])[CH:30]=[CH:31][CH:32]=[CH:33][CH:34]=1. Procedure: Following the procedure as described in EXAMPLE 2 and making non-critical variations using 1-(diphenylmethyl)-3-(7-hydroxy-2,3-dihydro-1,4-benzodioxin-6-yl)-1,3-dihydro-2H-indol-2-one to replace 1-(diphenylmethyl)-3-(2-hydroxy-4-methoxy-5-methylphenyl)-1,3-dihydro-2H-indol-2-one, 1′-(diphenylmethyl)-2,3-dihydrospiro[furo[2,3-g][1,4]benzodioxine-8,3′-indol]-2′(1′H)-one was obtained (68%) as a colorless solid: mp 183-185° C. (methanol); 1H NMR (300 MHz, CDCl3) δ7.41-7.28 (m, 10H), 7.15 (dd, J=6.8,...